This data is from the Open Reaction Database (ORD), a public repository of structured organic reaction records. The task is: describe an organic reaction: reactants, conditions, products, and yield Starting materials: N1=CC=CC=C1 (Pyridine), C(C)(=O)OC(C)=O (acetic anhydride), CN(C)C1=NC=CC=C1 (dimethylaminopyridine), C(=O)(OCC1=CC=CC=C1)N1CC(C1)C1=C(C=C(C=C1)N1C(O[C@H](C1)CN)=O)F ((S)-(-)-N-Carbobenzyloxy-3-[2-fluoro-4-[5-aminomethyl-2-oxo-3-oxazolidinyl]phenyl]azetidine). Solvent: C(Cl)Cl (methylene chloride). Reaction conditions: time 1 hour. Yields the product FC=1C=C(C=CC1C1CN(C1)C(=O)OCC1=CC=CC=C1)N1C(O[C@H](C1)CNC(C)=O)=O ((S)-N-[[3-[3-Fluoro-4-[1-(carbobenzyloxy)-3-azetidinyl]phenyl]-2-oxo-5-oxazolidinyl]methyl]acetamide). RXN SMILES: N1C=CC=CC=1.[C:7](OC(=O)C)(=[O:9])[CH3:8].CN(C1C=CC=CN=1)C.[C:23]([N:33]1[CH2:36][CH:35]([C:37]2[CH:42]=[CH:41][C:40]([N:43]3[CH2:47][C@H:46]([CH2:48][NH2:49])[O:45][C:44]3=[O:50])=[CH:39][C:38]=2[F:51])[CH2:34]1)([O:25][CH2:26][C:27]1[CH:32]=[CH:31][CH:30]=[CH:29][CH:28]=1)=[O:24]>C(Cl)Cl>[F:51][C:38]1[CH:39]=[C:40]([N:43]2[CH2:47][C@H:46]([CH2:48][NH:49][C:7](=[O:9])[CH3:8])[O:45][C:44]2=[O:50])[CH:41]=[CH:42][C:37]=1[CH:35]1[CH2:36][N:33]([C:23]([O:25][CH2:26][C:27]2[CH:32]=[CH:31][CH:30]=[CH:29][CH:28]=2)=[O:24])[CH2:34]1. Procedure details: Pyridine (1.0 mL), acetic anhydride (1.0 mL) and a few crystals of 4 dimethylaminopyridine were added to a stirred solution of (S)-(-)-N-carbobenzyloxy-3-[2-fluoro-4-[5-aminomethyl-2-oxo-3-oxazolidinyl]phenyl]azetidine (Example 81, Step 8, 1.42 g, 3.56 mmol) in methylene chloride (30 mL), then stirred for 1 hr. The solvents were removed at 38°/0.75 mm and the residue chromatographed over silica gel (50 g, 40-60 μm) eluting with 1-2% methanol-chloroform. The title compound was isolated as a white...